Dataset: the Open Reaction Database (ORD), a public repository of structured organic reaction records. Task: describe an organic reaction: reactants, conditions, products, and yield Reactants: C(C)(C)(C)OC(=O)N[C@@H](CCOC1=CC=C(C=C1)B1OC(C(O1)(C)C)(C)C)C(=O)OC1CCCC1 (Cyclopentyl N-(tert-butoxycarbonyl)-O-[4-(4,4,5,5-tetramethyl-1,3,2-dioxaborolan-2-yl)phenyl]-L-homoserinate), BrC1=CC(=C(C=C1)O)Cl (4-bromo-2-chloro-phenol). The product is C(C)(C)(C)OC(=O)N[C@@H](CCOC1=C(C=C(C=C1)B1OC(C(O1)(C)C)(C)C)Cl)C(=O)OC1CCCC1 (Cyclopentyl N-(tert-butoxycarbonyl)-O-[2-chloro-4-(4,4,5,5-tetramethyl-1,3,2-dioxaborolan-2-yl)phenyl]-L-homoserinate). RXN SMILES: [C:1]([O:5][C:6]([NH:8][C@H:9]([C:28]([O:30][CH:31]1[CH2:35][CH2:34][CH2:33][CH2:32]1)=[O:29])[CH2:10][CH2:11][O:12][C:13]1[CH:18]=[CH:17][C:16]([B:19]2[O:23][C:22]([CH3:25])([CH3:24])[C:21]([CH3:27])([CH3:26])[O:20]2)=[CH:15][CH:14]=1)=[O:7])([CH3:4])([CH3:3])[CH3:2].BrC1C=CC(O)=C([Cl:44])C=1>>[C:1]([O:5][C:6]([NH:8][C@H:9]([C:28]([O:30][CH:31]1[CH2:32][CH2:33][CH2:34][CH2:35]1)=[O:29])[CH2:10][CH2:11][O:12][C:13]1[CH:18]=[CH:17][C:16]([B:19]2[O:20][C:21]([CH3:26])([CH3:27])[C:22]([CH3:25])([CH3:24])[O:23]2)=[CH:15][C:14]=1[Cl:44])=[O:7])([CH3:2])([CH3:3])[CH3:4]. Procedure: Synthesised by analogous methods to Intermediate 2b, using 4-bromo-2-chloro-phenol at Stage 6 of Scheme 2. m/z 524 [M+H]+. Solvent: C(C)O (ethanol). Product: C(=O)(O)C(C)OC1=NN(C=N1)C1=CC=C(C=C1)OC (3-(1-carboxyethoxy)-1-(4-methoxyphenyl)-1,2,4-1H-triazole). Procedure details: Four g of the compound of Example 8 was refluxed for 4 hours with 1.5 g of potassium hydroxide in 50 ml of ethanol, and the product was collected as shown in Example 22 and recrystallized from ethanol to obtain 2.6 g of the desired product, m.p. 155°-157°. Reaction SMILES: C([O:3][C:4]([CH:6]([O:8][C:9]1[N:13]=[CH:12][N:11]([C:14]2[CH:19]=[CH:18][C:17]([O:20][CH3:21])=[CH:16][CH:15]=2)[N:10]=1)[CH3:7])=[O:5])C.[OH-].[K+]>C(O)C>[C:4]([CH:6]([O:8][C:9]1[N:13]=[CH:12][N:11]([C:14]2[CH:15]=[CH:16][C:17]([O:20][CH3:21])=[CH:18][CH:19]=2)[N:10]=1)[CH3:7])([OH:5])=[O:3] |f:1.2|. Starting materials: C(C)OC(=O)C(C)OC1=NN(C=N1)C1=CC=C(C=C1)OC (3-(1-ethoxycarbonylethoxy)-1-(4-methoxyphenyl)-1,2,4-1H-triazole), [OH-].[K+] (potassium hydroxide). Reactants: C(=O)([O-])[O-].[Cs+].[Cs+] (Cs2CO3), [N+](=O)([O-])C=1C=NNC1 (4-nitro-1H-pyrazole), BrCCOC1=CC(=CC=C1)OC (1-(2-bromoethoxy)-3-methoxybenzene). The solvent is C(Cl)Cl (DCM), CC#N (MeCN), CC#N (MeCN). Reaction conditions: temperature 80 celsius. Yields the product COC=1C=C(OCCN2N=CC(=C2)[N+](=O)[O-])C=CC1 (1-(2-(3-methoxyphenoxy)ethyl)-4-nitro-1H-pyrazole). RXN SMILES: [N+:1]([C:4]1[CH:5]=[N:6][NH:7][CH:8]=1)([O-:3])=[O:2].Br[CH2:10][CH2:11][O:12][C:13]1[CH:18]=[CH:17][CH:16]=[C:15]([O:19][CH3:20])[CH:14]=1.C([O-])([O-])=O.[Cs+].[Cs+]>CC#N.C(Cl)Cl>[CH3:20][O:19][C:15]1[CH:14]=[C:13]([CH:18]=[CH:17][CH:16]=1)[O:12][CH2:11][CH2:10][N:6]1[CH:5]=[C:4]([N+:1]([O-:3])=[O:2])[CH:8]=[N:7]1 |f:2.3.4|. Procedure details: To a solution of 4-nitro-1H-pyrazole (220 mg, 1.90 mmol) in MeCN (9.5 mL), 1-(2-bromoethoxy)-3-methoxybenzene (495 mg, 2.14 mmol) dissolved in MeCN (1.5 mL) and Cs2CO3 (697 mg, 2.14 mmol) was added. The resulting mixture was refluxed (80° C.) for 1.5 h, then the reaction mixture was allowed to reach rt. The mixture was diluted with DCM, filtered, the filter cake was washed with DCM and the filtrate was concentrated in vacuo to obtain 1-(2-(3-methoxyphenoxy)ethyl)-4-nitro-1H-pyrazole which was us...